This data is from the Open Reaction Database (ORD), a public repository of structured organic reaction records. The task is: describe an organic reaction: reactants, conditions, products, and yield Starting materials: COCCOC, c1ccc(-c2ccccc2P(C2CCCCC2)C2CCCCC2)cc1, Cc1ccc(NC(=O)c2cccc(C(F)(F)F)c2)cc1C=Cn1cnc2c(Cl)ncnc21, [K+], [K+], [K+], Nc1cccnc1, O=C(C=Cc1ccccc1)C=Cc1ccccc1, O=C(C=Cc1ccccc1)C=Cc1ccccc1, O=C(C=Cc1ccccc1)C=Cc1ccccc1, O=P([O-])([O-])[O-], [Pd], [Pd]. Product: Cc1ccc(NC(=O)c2cccc(C(F)(F)F)c2)cc1C=Cn1cnc2c(Nc3cccnc3)ncnc21. Reaction SMILES: [CH3:73][O:74][CH2:75][CH2:76][O:77][CH3:78].[CH:40]1([P:41]([CH:42]2[CH2:43][CH2:44][CH2:45][CH2:46][CH2:47]2)[c:48]2[cH:49][cH:50][cH:51][cH:52][c:53]2-[c:54]2[cH:55][cH:56][cH:57][cH:58][cH:59]2)[CH2:60][CH2:61][CH2:62][CH2:63][CH2:64]1.[Cl:1][c:2]1[c:3]2[n:4][cH:5][n:6]([CH:11]=[CH:12][c:13]3[cH:14][c:15]([NH:20][C:21]([c:22]4[cH:23][c:24]([C:28]([F:29])([F:30])[F:31])[cH:25][cH:26][cH:27]4)=[O:32])[cH:16][cH:17][c:18]3[CH3:19])[c:7]2[n:8][cH:9][n:10]1.[K+:70].[K+:71].[K+:72].[NH2:33][c:34]1[cH:35][n:36][cH:37][cH:38][cH:39]1.[O:117]=[C:118]([CH:119]=[CH:120][c:121]1[cH:122][cH:123][cH:124][cH:125][cH:126]1)[CH:127]=[CH:128][c:129]1[cH:130][cH:131][cH:132][cH:133][cH:134]1.[O:81]=[C:82]([CH:83]=[CH:84][c:85]1[cH:86][cH:87][cH:88][cH:89][cH:90]1)[CH:91]=[CH:92][c:93]1[cH:94][cH:95][cH:96][cH:97][cH:98]1.[O:99]=[C:100]([CH:101]=[CH:102][c:103]1[cH:104][cH:105][cH:106][cH:107][cH:108]1)[CH:109]=[CH:110][c:111]1[cH:112][cH:113][cH:114][cH:115][cH:116]1.[P:65]([O-:66])([O-:67])([O-:68])=[O:69].[Pd:79].[Pd:80]>>[c:2]1([NH:33][c:34]2[cH:35][n:36][cH:37][cH:38][cH:39]2)[c:3]2[n:4][cH:5][n:6]([CH:11]=[CH:12][c:13]3[cH:14][c:15]([NH:20][C:21]([c:22]4[cH:23][c:24]([C:28]([F:29])([F:30])[F:31])[cH:25][cH:26][cH:27]4)=[O:32])[cH:16][cH:17][c:18]3[CH3:19])[c:7]2[n:8][cH:9][n:10]1. The reactants are NC(=S)N (Thiourea), ClCC1=C(CCC1)C1=C(C=CC=C1)F (1-(2-chloromethylcyclopent-1-enyl)-2-fluorobenzene), Example 3-(4). Run in C(C)O (ethanol). The product is FC1=C(C=CC=C1)C12N=C(SCC1CCC2)N (7a-(2-fluorophenyl)-4,4a,5,6,7,7a-hexahydrocyclopenta[d][1,3]thiazin-2-ylamine). As a reaction SMILES: [NH2:1][C:2]([NH2:4])=[S:3].Cl[CH2:6][C:7]1[CH2:11][CH2:10][CH2:9][C:8]=1[C:12]1[CH:17]=[CH:16][CH:15]=[CH:14][C:13]=1[F:18]>C(O)C>[F:18][C:13]1[CH:14]=[CH:15][CH:16]=[CH:17][C:12]=1[C:8]12[CH2:9][CH2:10][CH2:11][CH:7]1[CH2:6][S:3][C:2]([NH2:4])=[N:1]2. Procedure: Thiourea (2.60 g) was added to a solution of 1-(2-chloromethylcyclopent-1-enyl)-2-fluorobenzene obtained in Preparation Example 3-(4) (7.20 g) in ethanol (100 mL), and the mixture was stirred with heating under reflux for five hours. The reaction solution was cooled to room temperature and the solvent was evaporated under reduced pressure. The residual syrup was washed with heptane, followed by drying under reduced pressure. Trifluoroacetic acid (50.0 mL) and trifluoromethanesulfonic acid (10.0 ... Reactants: CC(=O)OC(C)=O, O=C(c1ccc(Cl)cc1)N1CC(O)C(N2CCC(Nc3ccc(Cl)cc3)CC2)C1, c1ccncc1. Product: CC(=O)N(c1ccc(Cl)cc1)C1CCN(C2CN(C(=O)c3ccc(Cl)cc3)CC2O)CC1. Reaction SMILES: [CH3:30][C:31](=[O:32])[O:33][C:34]([CH3:35])=[O:36].[Cl:1][c:2]1[cH:3][cH:4][c:5]([C:8](=[O:9])[N:10]2[CH2:11][CH:12]([N:16]3[CH2:17][CH2:18][CH:19]([NH:22][c:23]4[cH:24][cH:25][c:26]([Cl:29])[cH:27][cH:28]4)[CH2:20][CH2:21]3)[CH:13]([OH:15])[CH2:14]2)[cH:6][cH:7]1.[cH:37]1[cH:38][cH:39][n:40][cH:41][cH:42]1>>[Cl:1][c:2]1[cH:3][cH:4][c:5]([C:8](=[O:9])[N:10]2[CH2:11][CH:12]([N:16]3[CH2:17][CH2:18][CH:19]([N:22]([c:23]4[cH:24][cH:25][c:26]([Cl:29])[cH:27][cH:28]4)[C:31]([CH3:30])=[O:32])[CH2:20][CH2:21]3)[CH:13]([OH:15])[CH2:14]2)[cH:6][cH:7]1. Starting materials: O=C(OCCOC(=O)c1ccccc1)ON1C(=O)CCC1=O, NC(CO)C(=O)O. Product: O=C(NC(CO)C(=O)O)OCCOC(=O)c1ccccc1. Reaction SMILES: [C:8]([c:9]1[cH:10][cH:11][cH:12][cH:13][cH:14]1)(=[O:15])[O:16][CH2:17][CH2:18][O:19][C:20](=[O:21])[O:22][N:23]1[C:24](=[O:25])[CH2:26][CH2:27][C:28]1=[O:29].[NH2:1][CH:2]([CH2:3][OH:4])[C:5]([OH:6])=[O:7]>>[NH:1]([CH:2]([CH2:3][OH:4])[C:5]([OH:6])=[O:7])[C:20]([O:19][CH2:18][CH2:17][O:16][C:8]([c:9]1[cH:10][cH:11][cH:12][cH:13][cH:14]1)=[O:15])=[O:21]. The reactants are CC1=CN=CN1CC1=CC=C(C=C1)[N+](=O)[O-] (5-methyl-1-(4-nitrobenzyl)-1H-imidazole). The reagents and catalysts are [C].[Pd] (palladium carbon). Solvent: C(C)O (ethanol). Reaction conditions: time 4 hour. Product: NC1=CC=C(CN2C=NC=C2C)C=C1 (1-(4-aminobenzyl)-5-methyl-1H-imidazole). The yield is 97.0%. Reaction SMILES: [CH3:1][C:2]1[N:6]([CH2:7][C:8]2[CH:13]=[CH:12][C:11]([N+:14]([O-])=O)=[CH:10][CH:9]=2)[CH:5]=[N:4][CH:3]=1>[C].[Pd].C(O)C>[NH2:14][C:11]1[CH:12]=[CH:13][C:8]([CH2:7][N:6]2[C:2]([CH3:1])=[CH:3][N:4]=[CH:5]2)=[CH:9][CH:10]=1 |f:1.2|. Procedure details: A mixture of 5-methyl-1-(4-nitrobenzyl)-1H-imidazole (1.4 g), 10% palladium carbon (200 mg) and ethanol (20 ml) was stirred under a hydrogen atmosphere at room temperature for 4 hrs. Palladium carbon was removed from the reaction mixture by filtration, and the filtrate was concentrated. Recrystallization of the residue from ethyl acetate-hexane gave 1-(4-aminobenzyl)-5-methyl-1H-imidazole (1.17 g, 97%) as colorless prism crystals. melting point: 124-125° C. Reactants: [OH-].[Na+] (sodium hydroxide), C(C1=CC=CC=C1)C1N(CCC1)C (2-benzyl-1-methylpyrrolidine), ice water, [N+](=O)(O)[O-] (nitric acid). Run in S(O)(O)(=O)=O (sulfuric acid). The product is [N+](=O)([O-])C1=CC=C(CC2N(CCC2)C)C=C1 (2-(4-nitrobenzyl)-1-methylpyrrolidine). Reaction SMILES: [CH2:1]([CH:8]1[CH2:12][CH2:11][CH2:10][N:9]1[CH3:13])[C:2]1[CH:7]=[CH:6][CH:5]=[CH:4][CH:3]=1.[N+:14]([O-])([OH:16])=[O:15].[OH-].[Na+]>S(=O)(=O)(O)O>[N+:14]([C:5]1[CH:6]=[CH:7][C:2]([CH2:1][CH:8]2[CH2:12][CH2:11][CH2:10][N:9]2[CH3:13])=[CH:3][CH:4]=1)([O-:16])=[O:15] |f:2.3|. Procedure: Dissolve 27.9 g of 2-benzyl-1-methylpyrrolidine in 130 ml of conc. sulfuric acid, and add 100 ml of conc. nitric acid dropwise at 0°, with stirring, to the resulting solution. Continue stirring for a further 30 minutes at room temperature. Pour the mixture into 1 liter of ice water and alkalize with sodium hydroxide solution, with cooling. Extract the thus-produced preparation 4 times with, in each case, 150 ml of diethyl ether. Dry the ether phase over sodium sulfate and concentrate it to a red... The reactants are NC=1C(=NC=C(C(=O)N)C1)N (5,6-Diaminonicotinamide), C(C)OC(C(C(=O)C)Cl)=O (ethyl-2-chloroacetoacetate). Solvent: C(C)O (ethanol). Yields the product NC=1C=2N(C=C(C1)C(=O)N)C(=C(N2)C)C(=O)OCC (ethyl 8-amino-6-(aminocarbonyl)-2-methylimidazo[1,2-a]pyridine-3-carboxylate). Isolated yield 12.0%. RXN SMILES: [NH2:1][C:2]1[C:3]([NH2:11])=[N:4][CH:5]=[C:6]([CH:10]=1)[C:7]([NH2:9])=[O:8].[CH2:12]([O:14][C:15](=[O:21])[CH:16](Cl)[C:17]([CH3:19])=O)[CH3:13]>C(O)C>[NH2:1][C:2]1[C:3]2[N:4]([C:16]([C:15]([O:14][CH2:12][CH3:13])=[O:21])=[C:17]([CH3:19])[N:11]=2)[CH:5]=[C:6]([C:7]([NH2:9])=[O:8])[CH:10]=1. Reported procedure: 5,6-Diaminonicotinamide (2.0 g, 13.4 mmol), ethyl-2-chloroacetoacetate (2.38 g, 14.4 mmol) and ethanol (40 ml) were refluxed for 20 h. The precipitate was isolated by filtration and washed with ethanol and diethyl ether. The solids were suspended in water, basified with a sodium hydroxide solution and isolated by filtration. Washing the solids with water and diethyl ether gave 0.42 g (12%) of the desired product. Starting materials: ClC(Cl)(Cl)Cl, COc1ccc(NC(=O)CCCl)cc1OC, [H-], [Na+], c1ccccc1. Yields the product COc1ccc(N2CCC2=O)cc1OC. RXN SMILES: [C:25]([Cl:26])([Cl:27])([Cl:28])[Cl:29].[CH3:3][O:4][c:5]1[cH:6][c:7]([NH:13][C:14]([CH2:15][CH2:16][Cl:17])=[O:18])[cH:8][cH:9][c:10]1[O:11][CH3:12].[H-:1].[Na+:2].[cH:19]1[cH:20][cH:21][cH:22][cH:23][cH:24]1>>[CH3:3][O:4][c:5]1[cH:6][c:7]([N:13]2[C:14](=[O:18])[CH2:15][CH2:16]2)[cH:8][cH:9][c:10]1[O:11][CH3:12]. The reactants are CC(=O)c1ccc(CBr)cc1, CN(C)C=O, N#CC(C#N)CCC(F)(F)F, [H-], [Na+]. Yields the product CC(=O)c1ccc(CC(C#N)(C#N)CCC(F)(F)F)cc1. RXN SMILES: [C:14]([CH3:15])(=[O:16])[c:17]1[cH:18][cH:19][c:20]([CH2:21][Br:22])[cH:23][cH:24]1.[CH3:25][N:26]([CH3:27])[CH:28]=[O:29].[F:1][C:2]([CH2:3][CH2:4][CH:5]([C:6]#[N:7])[C:8]#[N:9])([F:10])[F:11].[H-:12].[Na+:13]>>[F:1][C:2]([CH2:3][CH2:4][C:5]([C:6]#[N:7])([C:8]#[N:9])[CH2:21][c:20]1[cH:19][cH:18][c:17]([C:14]([CH3:15])=[O:16])[cH:24][cH:23]1)([F:10])[F:11].